This data is from the Open Reaction Database (ORD), a public repository of structured organic reaction records. The task is: describe an organic reaction: reactants, conditions, products, and yield The reactants are [N+](=O)([O-])C=1C=C(C(=O)C2=CC(=C(C=C2)Cl)[N+](=O)[O-])C(=CC1)Cl (3,3'-Dinitro-6,4'-dichlorobenzophenone), ClC1=C(C(=O)C2=CC=C(C=C2)Cl)C=CC=C1 (2,4'-dichlorobenzophenone). The solvent is ClC1=CC=CC=C1 (chlorobenzene). The product is ClC1=C(C(=O)Cl)C=CC=C1 (2-chlorobenzoyl chloride). As a reaction SMILES: [N+]([C:4]1[CH:5]=[C:6]([C:19]([Cl:22])=[CH:20][CH:21]=1)[C:7](C1C=CC(Cl)=C([N+]([O-])=O)C=1)=[O:8])([O-])=O.[Cl:23]C1C=CC=CC=1C(C1C=CC(Cl)=CC=1)=O>ClC1C=CC=CC=1>[Cl:22][C:19]1[CH:20]=[CH:21][CH:4]=[CH:5][C:6]=1[C:7]([Cl:23])=[O:8]. Reported procedure: For example, 3,3'-dinitro-4,4'-dichlorobenzophenone can be prepared in a yield of 95 to 98% by nitrating 4,4'-dichlorobenzophenone [E. R. Kofanov et al., J. Org. Chem. USSR, 15, 98-100 (1979)]. 5,3'-Dinitro-2,4'-dichlorobenzophenone can be prepared in a high yield by nitrating 2,4'-dichlorobenzophenone [E. H. Faith et al., J. Am. Chem. Soc., 77, 543 (1955)]. 3,3'-Dinitro-4-chlorobenzophenone can be prepared in a high yield by nitrating 4-chlorobenzophenone [G. S. Mironov et al., J. Org. Chem. US... The reactants are FC1=CC=C(C=C1)[C@]1(CCN(C(O1)=O)[C@@H](C)C1=CC=C(C=C1)B1OC(C(O1)(C)C)(C)C)CC(C)(C)O ((S)-6-(4-fluorophenyl)-6-(2-hydroxy-2-methylpropyl)-3-((S)-1-(4-(4,4,5,5-tetramethyl-1,3,2-dioxaborolan-2-yl)phenyl)ethyl)-1,3-oxazinan-2-one), BrC1=CC(=[N+](C(=C1)C)[O-])C (4-bromo-2,6-dimethylpyridine-N-oxide). Yields the product FC1=CC=C(C=C1)[C@]1(CCN(C(O1)=O)[C@@H](C)C1=CC=C(C=C1)C1=CC(=[N+](C(=C1)C)[O-])C)CC(C)(C)O (4-(4-((S)-1-((S)-6-(4-fluorophenyl)-6-(2-hydroxy-2-methylpropyl)-2-oxo-1,3-oxazinan-3-yl)ethyl)phenyl)-2,6-dimethylpyridine 1-oxide). Reaction SMILES: [F:1][C:2]1[CH:7]=[CH:6][C:5]([C@:8]2([CH2:32][C:33]([OH:36])([CH3:35])[CH3:34])[O:13][C:12](=[O:14])[N:11]([C@H:15]([C:17]3[CH:22]=[CH:21][C:20](B4OC(C)(C)C(C)(C)O4)=[CH:19][CH:18]=3)[CH3:16])[CH2:10][CH2:9]2)=[CH:4][CH:3]=1.Br[C:38]1[CH:43]=[C:42]([CH3:44])[N+:41]([O-:45])=[C:40]([CH3:46])[CH:39]=1>>[F:1][C:2]1[CH:3]=[CH:4][C:5]([C@:8]2([CH2:32][C:33]([OH:36])([CH3:35])[CH3:34])[O:13][C:12](=[O:14])[N:11]([C@H:15]([C:17]3[CH:18]=[CH:19][C:20]([C:38]4[CH:43]=[C:42]([CH3:44])[N+:41]([O-:45])=[C:40]([CH3:46])[CH:39]=4)=[CH:21][CH:22]=3)[CH3:16])[CH2:10][CH2:9]2)=[CH:6][CH:7]=1. Reported procedure: The title compound was prepared from (S)-6-(4-fluorophenyl)-6-(2-hydroxy-2-methylpropyl)-3-((S)-1-(4-(4,4,5,5-tetramethyl-1,3,2-dioxaborolan-2-yl)phenyl)ethyl)-1,3-oxazinan-2-one one and 4-bromo-2,6-dimethylpyridine-N-oxide following a procedure analogous to that described in Example 1 Step 2. LC-MS Method 2 tR=1.354, m/z=493; 1H NMR (CDCl3) 1.18 (d, 6H), 1.48 (d, 3H), 2.08-2.21 (m, 5H), 2.36 (m, 1H), 2.53 (s, 6H), 2.82 (m, 1H), 5.65 (m, 1H), 6.98 (m, 4H), 7.18 (m, 4H), 7.28 (m, 2H). Starting materials: CC1CCCC(C)N1CCNc1nc2cc3c(cc2[n+]([O-])n1)CCC3, ClCCl, O=C(OC(=O)C(F)(F)F)C(F)(F)F, O=C(O)C(F)(F)F, N, OO. The product is CC1CCCC(C)N1CCNc1n[n+]([O-])c2cc3c(cc2[n+]1[O-])CCC3. As a reaction SMILES: [CH3:16][CH:17]1[N:18]([CH2:24][CH2:25][NH:26][c:27]2[n:28][n+:29]([O-:40])[c:30]3[c:31]([n:32]2)[cH:33][c:34]2[c:38]([cH:39]3)[CH2:37][CH2:36][CH2:35]2)[CH:19]([CH3:23])[CH2:20][CH2:21][CH2:22]1.[Cl:48][CH2:49][Cl:50].[F:3][C:4]([F:5])([F:7])[C:8](=[O:6])[O:9][C:10](=[O:11])[C:12]([F:13])([F:14])[F:15].[F:41][C:42]([F:43])([F:44])[C:45]([OH:46])=[O:47].[NH3:51].[OH:1][OH:2]>>[O-:6][n+:32]1[c:27]([NH:26][CH2:25][CH2:24][N:18]2[CH:17]([CH3:16])[CH2:22][CH2:21][CH2:20][CH:19]2[CH3:23])[n:28][n+:29]([O-:40])[c:30]2[c:31]1[cH:33][c:34]1[c:38]([cH:39]2)[CH2:37][CH2:36][CH2:35]1. The solvent is CCCCC (n-pentane), ice. Yields the product N1C(CCC2=CC=CC=C12)=O (3,4-dihydroquinolin-2(1H)-one). Starting materials: [Al+3].[Cl-].[Cl-].[Cl-] (AlCl3), ClCCC(=O)NC1=CC=CC=C1 (3-chloro-N-phenylpropanamide). Conditions: temperature 120 celsius. Procedure: To a stirred solution of AlCl3 (116.2 g, 0.87 mol) was added 3-chloro-N-phenylpropanamide (74-1; 40 g, 0.22 mol). Reaction mass was heated at 120° C. for 3 h. The reaction mixture was cooled to room temperature and diluted with ice cold water (500 mL) and washed with 1N aqueous hydrochloric acid solution (500 mL) slowly under cooling condition and extracted with ethyl acetate (4×200 mL). The combined organic layer was washed with saturated aqueous sodium chloride solution, dried over sodium sulp... As a reaction SMILES: [Al+3].[Cl-].[Cl-].[Cl-].Cl[CH2:6][CH2:7][C:8]([NH:10][C:11]1[CH:16]=[CH:15][CH:14]=[CH:13][CH:12]=1)=[O:9]>CCCCC>[NH:10]1[C:11]2[C:16](=[CH:15][CH:14]=[CH:13][CH:12]=2)[CH2:6][CH2:7][C:8]1=[O:9] |f:0.1.2.3|. Procedure: 4,4-Dimethyl-1,3-cyclohexanedione, 3-cyanobenzaldehyde and 3-aminopyrazole were processed as described in General Procedure A to provide the title compound. The reactants are CC1(C(CC(CC1)=O)=O)C (4,4-Dimethyl-1,3-cyclohexanedione), C(#N)C=1C=C(C=O)C=CC1 (3-cyanobenzaldehyde), NC1=NNC=C1 (3-aminopyrazole). Yields the product C(#N)C=1C=C(C=CC1)C1N2C(NC=3CCC(C(C13)=O)(C)C)=CC=N2 (9-(3-Cyanophenyl)-7,7-dimethyl-5,6,7,9-tetrahydropyrazolo[5,1-b]quinazolin-8(4H)-one). RXN SMILES: [CH3:1][C:2]1([CH3:10])[CH2:7][CH2:6][C:5](=O)[CH2:4][C:3]1=[O:9].[C:11]([C:13]1[CH:14]=[C:15]([CH:18]=[CH:19][CH:20]=1)[CH:16]=O)#[N:12].[NH2:21][C:22]1[CH:26]=[CH:25][NH:24][N:23]=1>>[C:11]([C:13]1[CH:14]=[C:15]([CH:16]2[C:4]3[C:3](=[O:9])[C:2]([CH3:10])([CH3:1])[CH2:7][CH2:6][C:5]=3[NH:21][C:22]3=[CH:26][CH:25]=[N:24][N:23]23)[CH:18]=[CH:19][CH:20]=1)#[N:12]. Starting materials: COc1cccc(C=O)n1, NC1CC1. Product: COc1cccc(CNC2CC2)n1. As a reaction SMILES: [CH3:1][O:2][c:3]1[cH:4][cH:5][cH:6][c:7]([CH:9]=[O:10])[n:8]1.[CH:11]1([NH2:14])[CH2:12][CH2:13]1>>[CH3:1][O:2][c:3]1[cH:4][cH:5][cH:6][c:7]([CH2:9][NH:14][CH:11]2[CH2:12][CH2:13]2)[n:8]1. Starting materials: [K+], CC(=O)Nc1cc2c3ccccc3[nH]c(=O)n2n1, [OH-]. Product: Nc1cc2c3ccccc3[nH]c(=O)n2n1. RXN SMILES: [K+:20].[O:1]=[c:2]1[nH:3][c:4]2[cH:5][cH:6][cH:7][cH:8][c:9]2[c:10]2[n:11]1[n:12][c:13]([NH:15][C:16](=[O:17])[CH3:18])[cH:14]2.[OH-:19]>>[O:1]=[c:2]1[nH:3][c:4]2[cH:5][cH:6][cH:7][cH:8][c:9]2[c:10]2[n:11]1[n:12][c:13]([NH2:15])[cH:14]2. Starting materials: aqueous solution, C(C)N (ethylamine), C(#N)C1=NC(=C(N=C1C#N)Cl)C1=CC(=CC=C1)Br (2,3-Dicyano-5-chloro-6-(m-bromophenyl)pyrazine). The solvent is O1CCCC1 (tetrahydrofuran). Conditions: temperature 0 celsius. Product: C(#N)C1=NC(=C(N=C1C#N)NCC)C1=CC(=CC=C1)Br (2,3-dicyano-5-ethylamino-6-(m-bromophenyl)pyrazine). The yield is 80.0%. As a reaction SMILES: [C:1]([C:3]1[C:8]([C:9]#[N:10])=[N:7][C:6](Cl)=[C:5]([C:12]2[CH:17]=[CH:16][CH:15]=[C:14]([Br:18])[CH:13]=2)[N:4]=1)#[N:2].[CH2:19]([NH2:21])[CH3:20]>O1CCCC1>[C:1]([C:3]1[C:8]([C:9]#[N:10])=[N:7][C:6]([NH:21][CH2:19][CH3:20])=[C:5]([C:12]2[CH:17]=[CH:16][CH:15]=[C:14]([Br:18])[CH:13]=2)[N:4]=1)#[N:2]. Reported procedure: 2,3-Dicyano-5-chloro-6-(m-bromophenyl)pyrazine (1.15 g; 0.0036 mole) was dissolved in 20 ml of tetrahydrofuran. The solution was cooled to 0° C., and 0.50 g of a 70% aqueous solution of ethylamine was added. The mixture was worked up in the same way as in Example 13, and recrystallized from ethanol to afford 0.95 g (yield 80%) of 2,3-dicyano-5-ethylamino-6-(m-bromophenyl)pyrazine. Reactants: C(C1=CC=CC=C1)N1CCC(CC1)(O)CC1=CC=CC=C1 (N-benzyl-4-benzyl-4-piperidinol), [H][H] (hydrogen). Reagents/catalysts: [Pd] (palladium on charcoal). Solvent: C(C)O (ethanol). Yields the product C(C1=CC=CC=C1)C1(CCNCC1)O (4-Benzyl-4-piperidinol). As a reaction SMILES: C([N:8]1[CH2:13][CH2:12][C:11]([CH2:15][C:16]2[CH:21]=[CH:20][CH:19]=[CH:18][CH:17]=2)([OH:14])[CH2:10][CH2:9]1)C1C=CC=CC=1.[H][H]>[Pd].C(O)C>[CH2:15]([C:11]1([OH:14])[CH2:12][CH2:13][NH:8][CH2:9][CH2:10]1)[C:16]1[CH:17]=[CH:18][CH:19]=[CH:20][CH:21]=1. Procedure: A mixture of N-benzyl-4-benzyl-4-piperidinol (2.0 g, 7.1 mmol) and 10% palladium on charcoal catalyst (0.5 g) in absolute ethanol (100 ml), was stirred vigorously at 40° C. under a balloon of hydrogen for 5 h. The reaction mixture was then filtered through a pad of Celite and the filtrate concentrated in vacuo to a grayish solid. This material was dissolved in methanol and filtered a second time through Celite and the filtrate concentrated in vacuo to the product, a white solid. The reactants are CC1(CCNCC1)N (4-methylpiperidin-4-ylamine), ClC=1N(CC2=C(N1)C(=NC(=N2)Cl)NC2=CC(=C(C=C2)F)Cl)C(C)=O (1-[2,6-Dichloro-8-(3-chloro-4-fluorophenylamino)-4H-pyrimido[5,4-d]pyrimidin-3-yl]ethanone), [OH-].[Na+] (sodium hydroxide). Solvent: CO (methanol), CO (methanol). Reaction conditions: temperature 60 celsius, time 1 hour. Product: NC1(CCN(CC1)C=1NCC=2N=C(N=C(C2N1)NC1=CC(=C(C=C1)F)Cl)Cl)C ([6-(4-amino-4-methylpiperidin-1-yl)-2-chloro-7,8-dihydropyrimido[5,4-d]pyrimidin-4-yl]-(3-chloro-4-fluorophenyl)amine). As a reaction SMILES: [CH3:1][C:2]1([NH2:8])[CH2:7][CH2:6][NH:5][CH2:4][CH2:3]1.Cl[C:10]1[N:11](C(=O)C)[CH2:12][C:13]2[N:19]=[C:18]([Cl:20])[N:17]=[C:16]([NH:21][C:22]3[CH:27]=[CH:26][C:25]([F:28])=[C:24]([Cl:29])[CH:23]=3)[C:14]=2[N:15]=1.[OH-].[Na+]>CO>[NH2:8][C:2]1([CH3:1])[CH2:7][CH2:6][N:5]([C:10]2[NH:11][CH2:12][C:13]3[N:19]=[C:18]([Cl:20])[N:17]=[C:16]([NH:21][C:22]4[CH:27]=[CH:26][C:25]([F:28])=[C:24]([Cl:29])[CH:23]=4)[C:14]=3[N:15]=2)[CH2:4][CH2:3]1 |f:2.3|. Reported procedure: At 60° C. a mixture of 30.8 g (0.270 mol) of 4-methylpiperidin-4-ylamine and 100 ml of methanol is added dropwise to a suspension of 100 g (0.257 mol) of (3) in 690 ml of methanol. The mixture is stirred for 1 hour at 60° C., allowed to cool to 40° C., 280 ml of 2N sodium hydroxide solution are added and the resulting mixture is stirred for 3 hours at 60° C. Then 300 ml of methanol are distilled off and 600 ml of water are added. The mixture is stirred for 5 minutes at ambient temperature, filte...